Dataset: the Open Reaction Database (ORD), a public repository of structured organic reaction records. Task: describe an organic reaction: reactants, conditions, products, and yield Reactants: CC(C)(C)OC(=O)COc1ccc([N+](=O)[O-])c(F)c1, CCO. The product is CC(C)(C)OC(=O)COc1ccc(N)c(F)c1. Reaction SMILES: [C:1]([CH3:2])([CH3:3])([CH3:4])[O:5][C:6]([CH2:7][O:8][c:9]1[cH:10][c:11]([F:18])[c:12]([N+:15]([O-:16])=[O:17])[cH:13][cH:14]1)=[O:19].[CH3:20][CH2:21][OH:22]>>[C:1]([CH3:2])([CH3:3])([CH3:4])[O:5][C:6]([CH2:7][O:8][c:9]1[cH:10][c:11]([F:18])[c:12]([NH2:15])[cH:13][cH:14]1)=[O:19]. Reactants: CC1(C)OCC(CONC(=O)c2sc3cnccc3c2Nc2ccc(Br)cc2F)O1, CO, Cl. Yields the product O=C(NOCC(O)CO)c1sc2cnccc2c1Nc1ccc(Br)cc1F. RXN SMILES: [CH3:1][C:2]1([CH3:30])[O:3][CH2:4][CH:5]([CH2:7][O:8][NH:9][C:10](=[O:11])[c:12]2[c:13]([NH:21][c:22]3[c:23]([F:29])[cH:24][c:25]([Br:28])[cH:26][cH:27]3)[c:14]3[c:15]([cH:16][n:17][cH:18][cH:19]3)[s:20]2)[O:6]1.[CH3:32][OH:33].[ClH:31]>>[OH:3][CH2:4][CH:5]([OH:6])[CH2:7][O:8][NH:9][C:10](=[O:11])[c:12]1[c:13]([NH:21][c:22]2[c:23]([F:29])[cH:24][c:25]([Br:28])[cH:26][cH:27]2)[c:14]2[c:15]([cH:16][n:17][cH:18][cH:19]2)[s:20]1. The reactants are BrC1=CC=C(C=2C(C3=CC=CC=C3C(C12)=O)=O)NC(C)=O (4-bromo-1-acetylaminoanthraquinone), [OH-].[Na+] (sodium hydroxide), COS(OC)(=O)=O (dimethylsulfuric acid). Reagents/catalysts: [Br-].C(CCC)[N+](CCCC)(CCCC)CCCC (tetra-n-butyl ammonium bromide). Run in ClC1=CC=CC=C1 (monochlorobenzene). Reaction conditions: temperature 30 celsius, time 1 hour. Yields the product BrC1=CC=C(C=2C(C3=CC=CC=C3C(C12)=O)=O)N(C(C)=O)C (4-bromo-N-acetyl-1-methylaminoanthraquinone). Isolated yield 95.5%. RXN SMILES: [Br:1][C:2]1[C:15]2[C:14](=[O:16])[C:13]3[C:8](=[CH:9][CH:10]=[CH:11][CH:12]=3)[C:7](=[O:17])[C:6]=2[C:5]([NH:18][C:19](=[O:21])[CH3:20])=[CH:4][CH:3]=1.[OH-].[Na+].[CH3:24]OS(=O)(=O)OC>[Br-].C([N+](CCCC)(CCCC)CCCC)CCC.ClC1C=CC=CC=1>[Br:1][C:2]1[C:15]2[C:14](=[O:16])[C:13]3[C:8](=[CH:9][CH:10]=[CH:11][CH:12]=3)[C:7](=[O:17])[C:6]=2[C:5]([N:18]([CH3:24])[C:19](=[O:21])[CH3:20])=[CH:4][CH:3]=1 |f:1.2,4.5|. Procedure details: A mixture of 4-bromo-1-acetylaminoanthraquinone (purity 98%, 35.1 g), monochlorobenzene (420 g), tetra-n-butyl ammonium bromide (0.3 g) and 98.5% sodium hydroxide (8.1 g) was stirred for 1 hour, while being maintained at 30° C. Then, dimethylsulfuric acid (25.2 g) was dropped at 30° C. over 2 hours. The mixture was stirred at 30° C. for 30 minutes, 40° C. for 2 hours and 50° C. for 4 hours, successively. Then, the same after treatment as in Example 3 was conducted to obtain 4-bromo-N-acetyl-1-me... The reactants are COc1cc2nccc(Oc3ccc(N)c(F)c3)c2cc1OC, CCN(C(C)C)C(C)C, ClC(Cl)Cl, O=C(OC(Cl)(Cl)Cl)OC(Cl)(Cl)Cl, CCc1nnc(N)s1, O. Yields the product CCc1nnc(NC(=O)Nc2ccc(Oc3ccnc4cc(OC)c(OC)cc34)cc2F)s1. Reaction SMILES: [CH3:1][O:2][c:3]1[cH:4][c:5]2[c:6]([O:15][c:16]3[cH:17][c:18]([F:23])[c:19]([NH2:20])[cH:21][cH:22]3)[cH:7][cH:8][n:9][c:10]2[cH:11][c:12]1[O:13][CH3:14].[CH:24]([N:25]([CH:26]([CH3:27])[CH3:28])[CH2:29][CH3:30])([CH3:31])[CH3:32].[CH:53]([Cl:54])([Cl:55])[Cl:56].[Cl:33][C:34]([Cl:35])([O:36][C:37]([O:38][C:39]([Cl:40])([Cl:41])[Cl:42])=[O:43])[Cl:44].[NH2:45][c:46]1[s:47][c:48]([CH2:51][CH3:52])[n:49][n:50]1.[OH2:57]>>[CH3:1][O:2][c:3]1[cH:4][c:5]2[c:6]([O:15][c:16]3[cH:17][c:18]([F:23])[c:19]([NH:20][C:37](=[O:43])[NH:45][c:46]4[s:47][c:48]([CH2:51][CH3:52])[n:49][n:50]4)[cH:21][cH:22]3)[cH:7][cH:8][n:9][c:10]2[cH:11][c:12]1[O:13][CH3:14]. The reactants are C(C1=CC=CC=C1)N1CC(CC1)N1C([C@@H](CC1)Br)=O ((R)-(1′-benzyl-3-bromo-[1,3′]bipyrrolidinyl-2-one)), C1=CC=C(C=C1)P(C2=CC=CC=C2)C3=CC=CC=C3 (Ph3P). The solvent is C1(=CC=CC=C1)C (toluene), CCOC(=O)C (EtOAc). Reaction conditions: temperature 110 celsius, time 30 minute. Yields the product [Br-].C(C1=CC=CC=C1)N1CC(CC1)N1C([C@@H](CC1)[P+](C1=CC=CC=C1)(C1=CC=CC=C1)C1=CC=CC=C1)=O ((R)-(1′-benzyl-2-oxo-[1,3′]bipyrrolidinyl-3-yl)-triphenyl-phosphonium bromide). The yield is 78.0%. RXN SMILES: [CH2:1]([N:8]1[CH2:12][CH2:11][CH:10]([N:13]2[CH2:17][CH2:16][C@@H:15]([Br:18])[C:14]2=[O:19])[CH2:9]1)[C:2]1[CH:7]=[CH:6][CH:5]=[CH:4][CH:3]=1.[CH:20]1[CH:25]=[CH:24][C:23]([P:26]([C:33]2[CH:38]=[CH:37][CH:36]=[CH:35][CH:34]=2)[C:27]2[CH:32]=[CH:31][CH:30]=[CH:29][CH:28]=2)=[CH:22][CH:21]=1>C1(C)C=CC=CC=1.CCOC(C)=O>[Br-:18].[CH2:1]([N:8]1[CH2:12][CH2:11][CH:10]([N:13]2[CH2:17][CH2:16][C@@H:15]([P+:26]([C:27]3[CH:28]=[CH:29][CH:30]=[CH:31][CH:32]=3)([C:33]3[CH:38]=[CH:37][CH:36]=[CH:35][CH:34]=3)[C:23]3[CH:22]=[CH:21][CH:20]=[CH:25][CH:24]=3)[C:14]2=[O:19])[CH2:9]1)[C:2]1[CH:7]=[CH:6][CH:5]=[CH:4][CH:3]=1 |f:4.5|. Procedure: A suspension of 800 mg of 1′-benzyl-3-bromo-[1,3′]bipyrrolidinyl-2-one in 1.0 ml toluene was treated with 1.95 g of Ph3P and stirred at 110° C. for 30 min whereupon TLC indicated the reaction was complete. The brown two phase mixture was diluted with 10 ml EtOAc and the organic phase was extracted with three portions of 10 ml of saturated NaBr solution. The combined aqueous phases were washed three times with 10 ml EtOAc (to remove Ph3P), and then extracted seven times with 15 ml CH2Cl2, the com... Procedure: N-[2-({(2S)-3-[4-(5-Fluoro-2-oxo-2,3-dihydro-1H-benzimidazol-1-yl)-1-piperidinyl]-2-hydroxypropyl}oxy)-4-methoxyphenyl]acetamide, obtained in Example 32iii), (300 mg, 0.6 mmol) was dissolved in dichloromethane (5 ml) and stirred under nitrogen (N2) at ambient (20-22° C.) temperature. Boron tribromide solution (1 M in dichloromethane, 2 ml, 2 mmol) was added dropwise. After stirring at ambient temperature for 17 hr dichloromethane (5 ml) and water (5 ml) were added. After 1 hr the solvent was rem... RXN SMILES: [F:1][C:2]1[CH:34]=[CH:33][C:5]2[N:6]([CH:10]3[CH2:15][CH2:14][N:13]([CH2:16][C@H:17]([OH:32])[CH2:18][O:19][C:20]4[CH:25]=[C:24]([O:26]C)[CH:23]=[CH:22][C:21]=4[NH:28][C:29](=[O:31])[CH3:30])[CH2:12][CH2:11]3)[C:7](=[O:9])[NH:8][C:4]=2[CH:3]=1.B(Br)(Br)Br.O>ClCCl>[F:1][C:2]1[CH:34]=[CH:33][C:5]2[N:6]([CH:10]3[CH2:15][CH2:14][N:13]([CH2:16][C@H:17]([OH:32])[CH2:18][O:19][C:20]4[CH:25]=[C:24]([OH:26])[CH:23]=[CH:22][C:21]=4[NH:28][C:29](=[O:31])[CH3:30])[CH2:12][CH2:11]3)[C:7](=[O:9])[NH:8][C:4]=2[CH:3]=1. Starting materials: FC1=CC2=C(N(C(N2)=O)C2CCN(CC2)C[C@@H](COC2=C(C=CC(=C2)OC)NC(C)=O)O)C=C1 (N-[2-({(2S)-3-[4-(5-Fluoro-2-oxo-2,3-dihydro-1H-benzimidazol-1-yl)-1-piperidinyl]-2-hydroxypropyl}oxy)-4-methoxyphenyl]acetamide), O (water), B(Br)(Br)Br (Boron tribromide). Run in ClCCl (dichloromethane), ClCCl (dichloromethane). The product is FC1=CC2=C(N(C(N2)=O)C2CCN(CC2)C[C@@H](COC2=C(C=CC(=C2)O)NC(C)=O)O)C=C1 (N-[2-({(2S)-3-[4-(5-Fluoro-2-oxo-2,3-dihydro-1H-benzimidazol-1-yl)-1-piperidinyl]-2-hydroxypropyl}oxy)-4-hydroxyphenyl]acetamide). Yield: 49.0%. Conditions: temperature 21 celsius. Reactants: ClCC(C(=O)O)(C)CCl (2,2-bis(chloromethyl)propanoic acid), C(C(=O)Cl)(=O)Cl (oxalyl chloride). The reagents and catalysts are CN(C)C=O (DMF). Run in C(Cl)Cl (DCM). Reaction conditions: temperature 0 celsius. Product: ClCC(C(=O)Cl)(C)CCl (2,2-Bis(chloromethyl)propanoyl chloride). RXN SMILES: [Cl:1][CH2:2][C:3]([CH2:8][Cl:9])([CH3:7])[C:4](O)=[O:5].C(Cl)(=O)C([Cl:13])=O>CN(C=O)C.C(Cl)Cl>[Cl:1][CH2:2][C:3]([CH2:8][Cl:9])([CH3:7])[C:4]([Cl:13])=[O:5]. Procedure: DMF (1 drop) was added to a solution of 2,2-bis(chloromethyl)propanoic acid (1.4 g) in DCM (1.5 ml), the solution was cooled to 0° C. and oxalyl chloride (0.75 ml) added. After gas evolution had stopped the mixture was concentrated in vacuo to give the sub-title compound as a yellow oil (1.51 g) which was used directly in the next step. The reactants are ClC1=C(C#N)C=CC(=C1C)N1C(N2[C@H]([C@H]1C(F)(F)F)C(CC2)=O)=O ((1S,7aR)-2-Chloro-4-(1-trifluoromethyl-3,7-dioxo-hexahydro-pyrrolo[1,2-c]imidazol-2-yl)-3-methyl-benzonitrile), N1=CC=CC=C1 (pyridine), Cl.NO (hydroxylamine hydrochloride). Reagents/catalysts: O (water). The solvent is CO (MeOH). Conditions: time 8 hour. Product: ClC1=C(C#N)C=CC(=C1C)N1C(N2[C@H]([C@H]1C(F)(F)F)C(CC2)=NO)=O ((1S,7aR)-2-Chloro-4-(7-hydroxyimino-1-trifluoromethyl-3-oxohexahydropyrrolo[1,2-c]imidazol-2-yl)-3-methylbenzonitrile). Yield: 47.9%. As a reaction SMILES: [Cl:1][C:2]1[C:9]([CH3:10])=[C:8]([N:11]2[C@H:15]([C:16]([F:19])([F:18])[F:17])[C@@H:14]3[C:20](=O)[CH2:21][CH2:22][N:13]3[C:12]2=[O:24])[CH:7]=[CH:6][C:3]=1[C:4]#[N:5].N1C=CC=CC=1.Cl.[NH2:32][OH:33]>CO.O>[Cl:1][C:2]1[C:9]([CH3:10])=[C:8]([N:11]2[C@H:15]([C:16]([F:17])([F:18])[F:19])[C@@H:14]3[C:20](=[N:32][OH:33])[CH2:21][CH2:22][N:13]3[C:12]2=[O:24])[CH:7]=[CH:6][C:3]=1[C:4]#[N:5] |f:2.3|. Procedure details: To 68A (96.0 mg, 0.269 mmol) in MeOH (2.7 mL) and water (5 drops) was added pyridine (109 μL) and hydroxylamine hydrochloride (93.0 mg, 1.34 mmol) and the whole was stirred overnight at rt. The reaction was concentrated then diluted with ethyl acetate and washed with water and brine. The organic layer was dried (MgSO4), filtered and concentrated. The resulting residue was purified via preparative HPLC (YMC ODS C-18, 30×100 mm, eluting with 60-100% solvent B (A=90% H2O-10% MeOH and B=10% H2O-90% ... Reactants: FC1=C(C=O)C=C(C=C1)OC (2-Fluoro-5-methoxy-benzaldehyde), [N+](=O)([O-])C (nitro methane), [OH-].[Na+] (NaOH). Product: FC1=C(C=C(C=C1)OC)C=C[N+](=O)[O-] (1-Fluoro-4-methoxy-2-(2-nitro-vinyl)-benzene). Yield: 58.6%. As a reaction SMILES: [F:1][C:2]1[CH:9]=[CH:8][C:7]([O:10][CH3:11])=[CH:6][C:3]=1[CH:4]=O.[N+:12]([CH3:15])([O-:14])=[O:13].[OH-].[Na+]>>[F:1][C:2]1[CH:9]=[CH:8][C:7]([O:10][CH3:11])=[CH:6][C:3]=1[CH:4]=[CH:15][N+:12]([O-:14])=[O:13] |f:2.3|. Procedure: 2-Fluoro-5-methoxy-benzaldehyde (4 g, 25.95 mmol) was reacted with nitro methane (1.58 g, 25.95 mmol), 10N NaOH (2.2 mL, 27.24 mmol) to afford 3 g of the product (58.7% yield).